Dataset: the Open Reaction Database (ORD), a public repository of structured organic reaction records. Task: describe an organic reaction: reactants, conditions, products, and yield Starting materials: BrC(C(=O)OCC)C(=O)OCC (diethyl bromomalonate), N1[C@H](CCC1)CNC(OCC1=CC=CC=C1)=O (phenylmethyl [(2R)-2-pyrrolidinylmethyl]carbamate), C(=O)([O-])[O-].[K+].[K+] (K2CO3), BrC(C(=O)OCC)C(=O)OCC (diethyl bromomalonate). Run in C(C)#N (acetonitrile). Conditions: temperature 0 celsius, time 2.5 hour. Product: C1(=CC=CC=C1)COC(=O)NC[C@@H]1N(CCC1)C(C(=O)OCC)C(=O)OCC (diethyl {(2R)-2-[({[(phenylmethyl)oxy]carbonyl}amino)methyl]-1-pyrrolidinyl}propanedioate). As a reaction SMILES: [NH:1]1[CH2:5][CH2:4][CH2:3][C@@H:2]1[CH2:6][NH:7][C:8](=[O:17])[O:9][CH2:10][C:11]1[CH:16]=[CH:15][CH:14]=[CH:13][CH:12]=1.C([O-])([O-])=O.[K+].[K+].Br[CH:25]([C:31]([O:33][CH2:34][CH3:35])=[O:32])[C:26]([O:28][CH2:29][CH3:30])=[O:27]>C(#N)C>[C:11]1([CH2:10][O:9][C:8]([NH:7][CH2:6][C@H:2]2[CH2:3][CH2:4][CH2:5][N:1]2[CH:25]([C:26]([O:28][CH2:29][CH3:30])=[O:27])[C:31]([O:33][CH2:34][CH3:35])=[O:32])=[O:17])[CH:16]=[CH:15][CH:14]=[CH:13][CH:12]=1 |f:1.2.3|. Procedure: To a mixture of phenylmethyl [(2R)-2-pyrrolidinylmethyl]carbamate (D109, 1.26 g, 5.38 mmol) and K2CO3 (1.48 g, 10.76 mmol) in acetonitrile (20 ml), cooled to 0° C., was added dropwise diethyl bromomalonate (1.08 ml, 6.46 mmol) in a 2-3 mins time. Then the reaction mixture was allowed to warm-up to r.t. and it was stirred at this temperature for 2.5 hrs. Further diethyl bromomalonate (1.08 ml, 1.6 mmol) was added and the reaction mixture was stirred for one more hour. Reactants: COC(COC1=C(C(=C(C=C1Cl)Cl)C#N)Cl)=O (3-cyano-2,4,6-trichlorophenoxyacetic acid methyl ester), [OH-].[Na+] (sodium hydroxide). The solvent is O (water). Conditions: temperature 60 celsius, time 2 hour. The product is C(N)(=O)C=1C(=C(OCC(=O)O)C(=CC1Cl)Cl)Cl (3-carbamoyl-2,4,6-trichlorophenoxyacetic acid). Yield: 85.0%. Reaction SMILES: C[O:2][C:3](=[O:17])[CH2:4][O:5][C:6]1[C:11]([Cl:12])=[CH:10][C:9]([Cl:13])=[C:8]([C:14]#[N:15])[C:7]=1[Cl:16].[OH-:18].[Na+]>O>[C:14]([C:8]1[C:7]([Cl:16])=[C:6]([C:11]([Cl:12])=[CH:10][C:9]=1[Cl:13])[O:5][CH2:4][C:3]([OH:2])=[O:17])(=[O:18])[NH2:15] |f:1.2|. Procedure details: 29.4 g (0.1 mol) of 3-cyano-2,4,6-trichlorophenoxyacetic acid methyl ester are suspended in 300 ml of water. After addition of 35 ml of concentrated sodium hydroxide, the reaction mixture is heated at 60° C. until a clear solution is obtained. After filtration over active carbon, the solution is cooled and brought to pH 2 by dropwise addition of 50% concentrated hydrochloric acid. The mixture is stirred for 2 hours in an ice bath, after which the resultant precipitate is vacuum-filtered, washed ... The reactants are Example 1 ( 6 ), cuprous iodide, C1(=CC=CC=C1)C (toluene), C(C)OC(=O)C1=CC(OC2=C1C=C(C=C2)I)(CF)CF (2,2-bisfluoromethyl-6-iodo-2H-1-benzopyran-4-carboxylic acid ethyl ester), FC(C(C(C(=O)[O-])(F)F)(F)F)(F)F.[K+] (potassium heptafluorobutyrate). The solvent is CN(C=O)C (N,N-dimethylformamide). The product is C(C)OC(=O)C1=CC(OC2=C1C=C(C=C2)C(C(C(F)(F)F)(F)F)(F)F)(CF)CF (2,2-bisfluoromethyl-6-heptafluoropropyl-2H-1-benzopyran-4-carboxylic acid ethyl ester). As a reaction SMILES: [CH2:1]([O:3][C:4]([C:6]1[C:11]2[CH:12]=[C:13](I)[CH:14]=[CH:15][C:10]=2[O:9][C:8]([CH2:19][F:20])([CH2:17][F:18])[CH:7]=1)=[O:5])[CH3:2].[F:21][C:22]([F:33])([F:32])[C:23]([F:31])([F:30])[C:24]([F:29])([F:28])C([O-])=O.[K+].C1(C)C=CC=CC=1>CN(C)C=O>[CH2:1]([O:3][C:4]([C:6]1[C:11]2[CH:12]=[C:13]([C:24]([F:29])([F:28])[C:23]([F:31])([F:30])[C:22]([F:33])([F:32])[F:21])[CH:14]=[CH:15][C:10]=2[O:9][C:8]([CH2:19][F:20])([CH2:17][F:18])[CH:7]=1)=[O:5])[CH3:2] |f:1.2|. Procedure: The procedure of Preparation Example 1 (6) was repeated using 2,2-bisfluoromethyl-6-iodo-2H-1-benzopyran-4-carboxylic acid ethyl ester, potassium heptafluorobutyrate, cuprous iodide, toluene and N,N-dimethylformamide to give 2,2-bisfluoromethyl-6-heptafluoropropyl-2H-1-benzopyran-4-carboxylic acid ethyl ester as an oil; Starting materials: [Br-], O=C([O-])[O-], Brc1ccc2c(ccn2Cc2ccccc2)c1, C1CCOC1, CCCC[N+](CCCC)(CCCC)CCCC, OB(O)c1cccc(OC(F)(F)F)c1, [K+], [K+], CC(=O)[O-], CC(=O)[O-], O, [Pd+2]. The product is FC(F)(F)Oc1cccc(-c2ccc3c(ccn3Cc3ccccc3)c2)c1. As a reaction SMILES: [Br-:38].[C:32](=[O:33])([O-:34])[O-:35].[CH2:1]([c:2]1[cH:3][cH:4][cH:5][cH:6][cH:7]1)[n:8]1[cH:9][cH:10][c:11]2[cH:12][c:13]([Br:17])[cH:14][cH:15][c:16]12.[CH2:57]1[O:58][CH2:59][CH2:60][CH2:61]1.[CH3:39][CH2:40][CH2:41][CH2:42][N+:43]([CH2:44][CH2:45][CH2:46][CH3:47])([CH2:48][CH2:49][CH2:50][CH3:51])[CH2:52][CH2:53][CH2:54][CH3:55].[F:18][C:19]([O:20][c:21]1[cH:22][c:23]([B:27]([OH:28])[OH:29])[cH:24][cH:25][cH:26]1)([F:30])[F:31].[K+:36].[K+:37].[O-:63][C:64]([CH3:65])=[O:66].[O-:67][C:68]([CH3:69])=[O:70].[OH2:56].[Pd+2:62]>>[CH2:1]([c:2]1[cH:3][cH:4][cH:5][cH:6][cH:7]1)[n:8]1[cH:9][cH:10][c:11]2[cH:12][c:13](-[c:23]3[cH:22][c:21]([O:20][C:19]([F:18])([F:30])[F:31])[cH:26][cH:25][cH:24]3)[cH:14][cH:15][c:16]12. Product: COc1cc(N)cc(OC)c1C(C)C. The reactants are C=C(C)c1c(OC)cc(N)cc1OC, CCO. RXN SMILES: [C:1](=[CH2:2])([CH3:3])[c:4]1[c:5]([O:13][CH3:14])[cH:6][c:7]([NH2:12])[cH:8][c:9]1[O:10][CH3:11].[CH3:15][CH2:16][OH:17]>>[CH:1]([CH3:2])([CH3:3])[c:4]1[c:5]([O:13][CH3:14])[cH:6][c:7]([NH2:12])[cH:8][c:9]1[O:10][CH3:11]. RXN SMILES: [F:8][c:9]1[cH:10][cH:11][c:12]([N+:15](=[O:16])[O-:17])[cH:13][cH:14]1.[K+:18].[K+:19].[O-:20][C:21]([O-:22])=[O:23].[O:24]=[CH:25][N:26]([CH3:27])[CH3:28].[OH2:29].[OH:1][c:2]1[cH:3][cH:4][n:5][cH:6][cH:7]1>>[O:1]([c:2]1[cH:3][cH:4][n:5][cH:6][cH:7]1)[c:9]1[cH:10][cH:11][c:12]([N+:15](=[O:16])[O-:17])[cH:13][cH:14]1. The reactants are O=[N+]([O-])c1ccc(F)cc1, [K+], [K+], O=C([O-])[O-], CN(C)C=O, O, Oc1ccncc1. Yields the product O=[N+]([O-])c1ccc(Oc2ccncc2)cc1. Reactants: BrC1=CC=C2CCN(CC2=C1)C1=NC(=NC(=C1)N1CCN(CC1)C)N (4-(7-bromo-3,4-dihydroisoquinolin-2(1H)-yl)-6-(4-methylpiperazin-1-yl)pyrimidin-2-amine), Cl.N1CCC(CC1)C1=CC=C(C(=O)OC)C=C1 (methyl 4-(piperidin-4-yl)benzoate hydrochloride). The product is NC1=NC(=CC(=N1)N1CC2=CC(=CC=C2CC1)N1CCC(CC1)C1=CC=C(C(=O)O)C=C1)N1CCN(CC1)C (4-(1-{2-[2-amino-6-(4-methylpiperazin-1-yl)pyrimidin-4-yl]-1,2,3,4-tetrahydroisoquinolin-7-yl}piperidin-4-yl)benzoic acid). As a reaction SMILES: Br[C:2]1[CH:11]=[C:10]2[C:5]([CH2:6][CH2:7][N:8]([C:12]3[CH:17]=[C:16]([N:18]4[CH2:23][CH2:22][N:21]([CH3:24])[CH2:20][CH2:19]4)[N:15]=[C:14]([NH2:25])[N:13]=3)[CH2:9]2)=[CH:4][CH:3]=1.Cl.[NH:27]1[CH2:32][CH2:31][CH:30]([C:33]2[CH:42]=[CH:41][C:36]([C:37]([O:39]C)=[O:38])=[CH:35][CH:34]=2)[CH2:29][CH2:28]1>>[NH2:25][C:14]1[N:13]=[C:12]([N:8]2[CH2:7][CH2:6][C:5]3[C:10](=[CH:11][C:2]([N:27]4[CH2:32][CH2:31][CH:30]([C:33]5[CH:42]=[CH:41][C:36]([C:37]([OH:39])=[O:38])=[CH:35][CH:34]=5)[CH2:29][CH2:28]4)=[CH:3][CH:4]=3)[CH2:9]2)[CH:17]=[C:16]([N:18]2[CH2:23][CH2:22][N:21]([CH3:24])[CH2:20][CH2:19]2)[N:15]=1 |f:1.2|. Reported procedure: This compound was prepared by using procedures analogous to those described for the synthesis of Example 36 starting from 4-(7-bromo-3,4-dihydroisoquinolin-2(1H)-yl)-6-(4-methylpiperazin-1-yl)pyrimidin-2-amine and methyl 4-(piperidin-4-yl)benzoate hydrochloride (APAC Pharm. LLC, Cat. No. 875920). LCMS (M+H)+: m/z=528.3. Starting materials: C(C)(C)(C)C1=C(C=CC(=C1)C)O (2-tert-butyl-4-methylphenol), C(C=O)(=O)O (glyoxylic acid), O (water). Reagents/catalysts: O.C1(=CC=C(C=C1)S(=O)(=O)O)C (p-toluenesulfonic acid monohydrate). Solvent: ClCCCl (1,2-dichloroethane). The product is C(C)(C)(C)C1=CC(=CC=2C(C(OC21)=O)O)C (7-tert-butyl-3-hydroxy-5-methyl-3H-benzofuran-2-one). The yield is 81.7%. As a reaction SMILES: [C:1]([C:5]1[CH:10]=[C:9]([CH3:11])[CH:8]=[CH:7][C:6]=1[OH:12])([CH3:4])([CH3:3])[CH3:2].[C:13](O)(=[O:16])[CH:14]=[O:15].O>ClCCCl.O.C1(C)C=CC(S(O)(=O)=O)=CC=1>[C:1]([C:5]1[C:6]2[O:12][C:14](=[O:15])[CH:13]([OH:16])[C:7]=2[CH:8]=[C:9]([CH3:11])[CH:10]=1)([CH3:4])([CH3:3])[CH3:2] |f:4.5|. Reported procedure: A mixture of 49.8 g (0.30 mol) of 2-tert-butyl-4-methylphenol, 48.9 g (0.33 mol) of 50% aqueous glyoxylic acid and 0.15 g (0.79 mmol) of p-toluenesulfonic acid monohydrate in 90 ml of 1,2-dichloroethane is refluxed under nitrogen for 3.5 hours on a water separator. The reaction mixture is afterwards cooled to +5° C. and the precipitate is isolated by filtration and washed with cold 1,2-dichloroethane. The filter residue is dried under a high vacuum at room temperature, affording 54.0 g (82%) of ... The reactants are Brc1ncccn1, CCc1n[nH]c2cc(-c3ccnn3-c3ccc(S(C)(=O)=O)cc3)ccc12, Cc1ccccc1, CC1(C)c2cccc(P(c3ccccc3)c3ccccc3)c2Oc2c(P(c3ccccc3)c3ccccc3)cccc21, CC(C)(C)[O-], [Na+], O=C(C=Cc1ccccc1)C=Cc1ccccc1, O=C(C=Cc1ccccc1)C=Cc1ccccc1, O=C(C=Cc1ccccc1)C=Cc1ccccc1, [Pd], [Pd]. The product is CCc1nn(-c2ncccn2)c2cc(-c3ccnn3-c3ccc(S(C)(=O)=O)cc3)ccc12. Reaction SMILES: [Br:27][c:28]1[n:29][cH:30][cH:31][cH:32][n:33]1.[CH2:1]([CH3:2])[c:3]1[n:4][nH:5][c:6]2[cH:7][c:8](-[c:12]3[cH:13][cH:14][n:15][n:16]3-[c:17]3[cH:18][cH:19][c:20]([S:23](=[O:24])(=[O:25])[CH3:26])[cH:21][cH:22]3)[cH:9][cH:10][c:11]12.[CH3:138][c:139]1[cH:140][cH:141][cH:142][cH:143][cH:144]1.[CH3:34][C:35]1([CH3:36])[c:37]2[cH:38][cH:39][cH:40][c:41]([P:42]([c:43]3[cH:44][cH:45][cH:46][cH:47][cH:48]3)[c:49]3[cH:50][cH:51][cH:52][cH:53][cH:54]3)[c:55]2[O:56][c:57]2[c:58]1[cH:59][cH:60][cH:61][c:62]2[P:63]([c:64]1[cH:65][cH:66][cH:67][cH:68][cH:69]1)[c:70]1[cH:71][cH:72][cH:73][cH:74][cH:75]1.[CH3:76][C:77]([CH3:78])([O-:79])[CH3:80].[Na+:81].[O:102]=[C:103]([CH:104]=[CH:105][c:106]1[cH:107][cH:108][cH:109][cH:110][cH:111]1)[CH:112]=[CH:113][c:114]1[cH:115][cH:116][cH:117][cH:118][cH:119]1.[O:120]=[C:121]([CH:122]=[CH:123][c:124]1[cH:125][cH:126][cH:127][cH:128][cH:129]1)[CH:130]=[CH:131][c:132]1[cH:133][cH:134][cH:135][cH:136][cH:137]1.[O:84]=[C:85]([CH:86]=[CH:87][c:88]1[cH:89][cH:90][cH:91][cH:92][cH:93]1)[CH:94]=[CH:95][c:96]1[cH:97][cH:98][cH:99][cH:100][cH:101]1.[Pd:82].[Pd:83]>>[CH2:1]([CH3:2])[c:3]1[n:4][n:5](-[c:28]2[n:29][cH:30][cH:31][cH:32][n:33]2)[c:6]2[cH:7][c:8](-[c:12]3[cH:13][cH:14][n:15][n:16]3-[c:17]3[cH:18][cH:19][c:20]([S:23](=[O:24])(=[O:25])[CH3:26])[cH:21][cH:22]3)[cH:9][cH:10][c:11]12.